From a dataset of the Open Reaction Database (ORD), a public repository of structured organic reaction records. describe an organic reaction: reactants, conditions, products, and yield The reactants are C(C)(=O)O (acetic acid), C[Si](C)(C)C=[N+]=[N-] ((trimethylsilyl)diazomethane), CCOCC (ether), BrC=1C(=C(SC1)C(=O)O)C (4-bromo-3-methyl-thiophene-2-carboxylic acid), C[Si](C)(C)C=[N+]=[N-] ((trimethylsilyl)diazomethane). Run in CO (methanol), O1CCCC1 (tetrahydrofuran). Run at time 30 minute. Product: COC(=O)C=1SC=C(C1C)Br (4-Bromo-3-methyl-thiophene-2-carboxylic acid methyl ester). Yield: 92.6%. As a reaction SMILES: C[Si](C=[N+]=[N-])(C)C.[CH3:8]COCC.[Br:13][C:14]1[C:15]([CH3:22])=[C:16]([C:19]([OH:21])=[O:20])[S:17][CH:18]=1.C(O)(=O)C>CO.O1CCCC1>[CH3:8][O:20][C:19]([C:16]1[S:17][CH:18]=[C:14]([Br:13])[C:15]=1[CH3:22])=[O:21]. Procedure: The (trimethylsilyl)diazomethane solution in ether (2.0 M, 41.2 mL, 82.3 mmol) was added dropwise to a solution of 4-bromo-3-methyl-thiophene-2-carboxylic acid (13.0 g, 58.8 mmol, purchased from Oakwood Products) in methanol (50 mL) and tetrahydrofuran (50 mL) at ambient temperature. After the reaction mixture was stirred at ambient temperature for 30 min, acetic acid was added to decompose the excess (trimethylsilyl)diazomethane until the yellow color disappeared. Most of the solvent was evapor...